Dataset: the Open Reaction Database (ORD), a public repository of structured organic reaction records. Task: describe an organic reaction: reactants, conditions, products, and yield The reactants are O=C[C@H](O)[C@@H](O)[C@@H](O)[C@H](O)CO (D-galactose), C(C)(C)N (isopropylamine), ClCCN=C=O (2-chloroethyl isocyanate). Yields the product ClCCNC(=O)N(C1[C@H](O)[C@@H](O)[C@@H](O)[C@H](O1)CO)C(C)C (1-(2-chloroethyl)-3-isopropyl-3-D-galactopyranosylurea). Isolated yield 76.6%. As a reaction SMILES: O=[CH:2][C@@H:3]([C@H:5]([C@H:7]([C@@H:9]([CH2:11][OH:12])[OH:10])[OH:8])[OH:6])[OH:4].[CH:13]([NH2:16])([CH3:15])[CH3:14].[Cl:17][CH2:18][CH2:19][N:20]=[C:21]=[O:22]>>[Cl:17][CH2:18][CH2:19][NH:20][C:21]([N:16]([CH:13]([CH3:15])[CH3:14])[CH:2]1[O:10][C@H:9]([CH2:11][OH:12])[C@H:7]([OH:8])[C@H:5]([OH:6])[C@H:3]1[OH:4])=[O:22]. Procedure: 3.6 g of D-galactose, 2.4 g of isopropylamine and 2.5 g of 2-chloroethyl isocyanate are treated in the same manner as described in Example 5-(1). 5.0 g of 1-(2-chloroethyl)-3-isopropyl-3-D-galactopyranosylurea are thereby obtained as colorless caramel. Starting materials: NC1=NC=CC=C1 (2-aminopyridine), C=O (paraformaldehyde), C(#C)C1=CC2=C(N=C(S2)SC)C=C1 (6-ethynyl-2-(methylthio)benzo[d]thiazole). Reagents/catalysts: Cl[Cu] (CuCl), C(F)(F)(F)S(=O)(=O)[O-].C(F)(F)(F)S(=O)(=O)[O-].[Cu+2] (Cu(OTf)2). Run in C1(=CC=CC=C1)C (toluene). Conditions: temperature 120 celsius. The product is N=1C=C(N2C1C=CC=C2)CC2=CC1=C(N=C(S1)SC)C=C2 (6-(imidazo[1,2-a]pyridin-3-ylmethyl)-2-(methylthio)benzo[d]thiazole). Yield: 37.1%. RXN SMILES: [NH2:1][C:2]1[CH:7]=[CH:6][CH:5]=[CH:4][N:3]=1.[CH2:8]=O.[C:10]([C:12]1[CH:22]=[CH:21][C:15]2[N:16]=[C:17]([S:19][CH3:20])[S:18][C:14]=2[CH:13]=1)#[CH:11]>C1(C)C=CC=CC=1.Cl[Cu].C(S([O-])(=O)=O)(F)(F)F.C(S([O-])(=O)=O)(F)(F)F.[Cu+2]>[N:1]1[CH:8]=[C:11]([CH2:10][C:12]2[CH:22]=[CH:21][C:15]3[N:16]=[C:17]([S:19][CH3:20])[S:18][C:14]=3[CH:13]=2)[N:3]2[CH:4]=[CH:5][CH:6]=[CH:7][C:2]=12 |f:5.6.7|. Procedure details: A stirred mixture of 2-aminopyridine (100 mg, 1.1 mmol), paraformaldehyde (34 mg, 1.1 mmol), CuCl (5 mg, 0.06 mmol), and Cu(OTf)2 (19 mg, 0.06 mmol) in 3 mL of toluene in a pressure tube was flushed with argon. 6-Ethynyl-2-(methylthio)benzo[d]thiazole (327 mg, 1.6 mmol) from Step 3 of this Example was added. The reaction vessel was sealed and the mixture was heated in an oil bath at 120° C. for 6 h. LCMS analysis showed that the reaction was mostly complete. The reaction mixture was partitioned ... Starting materials: CN (methyl amine), ClC1=C(O[C@H]([C@H](COS(=O)(=O)C2=CC=C(C=C2)C)O)CCC)C=CC(=C1)Cl ((2S,3S)-toluene-4-sulfonic acid 3-(2,4-dichloro-phenoxy)-2-hydroxy-hexyl ester), O1CCOCC1 (1,4-dioxane), C(=O)([O-])[C@H](O)[C@@H](O)C(=O)[O-] (L-tartrate). Run at temperature 50 celsius. The product is C(=O)(O)C(O)C(O)C(=O)O.ClC1=C(OC(C(CCCC)O)NC)C=CC(=C1)Cl (2,4-Dichloro-phenoxyl-1-methylamino-hexan-2-ol tartrate). The yield is 64.0%. Reaction SMILES: [CH3:1][NH2:2].[Cl:3][C:4]1[CH:28]=[C:27]([Cl:29])C=C[C:5]=1O[C@@H](CCC)[C@@H](O)COS(C1C=CC(C)=CC=1)(=O)=O.[C:30]([C@@H:33]([C@H:35]([C:37]([O-:39])=[O:38])[OH:36])[OH:34])([O-:32])=[O:31].[O:40]1[CH2:45][CH2:44][O:43][CH2:42][CH2:41]1>>[C:30]([CH:33]([CH:35]([C:37]([OH:39])=[O:38])[OH:36])[OH:34])([OH:32])=[O:31].[Cl:29][C:27]1[CH:28]=[C:4]([Cl:3])[CH:5]=[CH:41][C:42]=1[O:43][CH:44]([NH:2][CH3:1])[CH:45]([OH:40])[CH2:30][CH2:33][CH2:35][CH3:37] |f:4.5|. Procedure details: Add methyl amine (3 mL, 40% wt in water) to a solution of (2S,3S)-toluene-4-sulfonic acid 3-(2,4-dichloro-phenoxy)-2-hydroxy-hexyl ester (266 mg, 0.614 mmol) in 1,4-dioxane (6 mL) in a heavy walled screw top sealed tube, seal the tube, and heat at 50° C. overnight. The mixture is cooled and concentrated under reduced pressure. Purification by medium pressure liquid chromatography eluting with 0-10% of 2N NH3/MeOH in dichloromethane is followed by L-tartrate salt formation by dissolving in methan... Reactants: CC1=NN2C(C=CC=C2C2C(C2)C=NO)=N1 (2-(2-methyl[1,2,4]triazolo[1,5-a]pyridin-5-yl)cyclopropanecarbaldehyde oxime), [H-].[Al+3].[Li+].[H-].[H-].[H-] (lithium aluminum hydride), O.O.O.O.O.O.O.O.O.O.S(=O)(=O)([O-])[O-].[Na+].[Na+] (Sodium sulfate decahydrate). The solvent is O1CCCC1 (tetrahydrofuran). Run at time 2 hour. Yields the product CC1=NN2C(C=CC=C2C2C(C2)CN)=N1 (1-[2-(2-methyl[1,2,4]triazolo[1,5-a]pyridin-5-yl)cyclopropyl]methanamine). As a reaction SMILES: [H-].[Al+3].[Li+].[H-].[H-].[H-].[CH3:7][C:8]1[N:22]=[C:11]2[CH:12]=[CH:13][CH:14]=[C:15]([CH:16]3[CH2:18][CH:17]3[CH:19]=[N:20]O)[N:10]2[N:9]=1.O.O.O.O.O.O.O.O.O.O.S([O-])([O-])(=O)=O.[Na+].[Na+]>O1CCCC1>[CH3:7][C:8]1[N:22]=[C:11]2[CH:12]=[CH:13][CH:14]=[C:15]([CH:16]3[CH2:18][CH:17]3[CH2:19][NH2:20])[N:10]2[N:9]=1 |f:0.1.2.3.4.5,7.8.9.10.11.12.13.14.15.16.17.18.19|. Procedure details: To a suspension of lithium aluminum hydride (141 mg, 3.70 mmol) in tetrahydrofuran (10 mL) was added 2-(2-methyl[1,2,4]triazolo[1,5-a]pyridin-5-yl)cyclopropanecarbaldehyde oxime (200 mg, 0.925 mmol) obtained in Reference Example 112 at room temperature, and the mixture was stirred at room temperature for 2 hr, and at 60° C. for 2 hr. Sodium sulfate decahydrate was added under ice-cooling, and the mixture was filtered through celite. The filtrate was concentrated under reduced pressure to give 1-... As a reaction SMILES: [C:1]([NH:4][C:5]1[CH:10]=[CH:9][C:8]([C:11]2[N:20]=[C:19]([C:21]([OH:23])=O)[C:18]3[C:13](=[CH:14][CH:15]=[CH:16][CH:17]=3)[N:12]=2)=[CH:7][CH:6]=1)(=[O:3])[CH3:2].Cl.[OH:25][C:26]1[C:35]([O:36][CH3:37])=[CH:34][CH:33]=[C:32]2[C:27]=1[CH2:28][CH2:29][NH:30][CH2:31]2>>[C:1]([NH:4][C:5]1[CH:10]=[CH:9][C:8]([C:11]2[N:20]=[C:19]([C:21]([N:30]3[CH2:29][CH2:28][C:27]4[C:32](=[CH:33][CH:34]=[C:35]([O:36][CH3:37])[C:26]=4[OH:25])[CH2:31]3)=[O:23])[C:18]3[C:13](=[CH:14][CH:15]=[CH:16][CH:17]=3)[N:12]=2)=[CH:7][CH:6]=1)(=[O:3])[CH3:2] |f:1.2|. Procedure details: Reaction of 2-(4-acetamidophenyl)quinazoline-4-carboxylic acid with 5-hydroxy-6-methoxy-1,2,3,4-tetrahydroisoquinoline hydrochloride gave compound 62 (9% yield) as a white solid. 1H NMR (300 MHz, DMSO-d6) δ 2.10 (s, 3H), 2.63 and 2.89 (2t, 2H), 3.47 and 4.03 (2t, 2H), 3.74 and 3.80 (2s, 3H), 4.38 and 4.91 (2s, 2H), 6.32 and 6.77 (2d, 1H), 6.70 and 6.91 (2d, 1H), 7.64-7.93 (m, 4H), 8.03-8.13 (m, 2H), 8.41-8.49 (m, 2H), 8.69 and 8.74 (2s, 1H), 10.23 (s, 1H); MS (ESI) m/z 469 ([M+H]+). Reactants: C(C)(=O)NC1=CC=C(C=C1)C1=NC2=CC=CC=C2C(=N1)C(=O)O (2-(4-acetamidophenyl)quinazoline-4-carboxylic acid), Cl.OC1=C2CCNCC2=CC=C1OC (5-hydroxy-6-methoxy-1,2,3,4-tetrahydroisoquinoline hydrochloride). Product: C(C)(=O)NC1=CC=C(C=C1)C1=NC2=CC=CC=C2C(=N1)C(=O)N1CC2=CC=C(C(=C2CC1)O)OC (2-[[2-(4-acetamidophenyl)quinazolin-4-yl]carbonyl]-5-hydroxy-6-methoxy-1,2,3,4-tetrahydroisoquinoline). Yield: 9.0%.